Dataset: the Open Reaction Database (ORD), a public repository of structured organic reaction records. Task: describe an organic reaction: reactants, conditions, products, and yield The product is BrC1=C(C2=C3NC=4C=CC=CC4C=C3N=C2C=C1)Cl (7-Bromo-6-chloroquindoline). Reported procedure: 7-Bromo-6-chloroquindoline-11-carboxylic acid from Example 77 (1.75 g, 4.66 mmol) was refluxed at 252° C. in diphenyl ether (30 mL) for 4 hours in an oversize flask. The mixture was cooled, diluted with petroleum ether (30 mL), and filtered. The filter cake was washed with petroleum ether (100 mL) and dried to yield 1.48 g (96%) of the title compound as a brown solid; H NMR (DMSO-d6) δ 11.92 (s, 1H), 8.39 (s, 1H), 8.21 (d, J=8.4, 1H), 8.13 (d, J=7.6, 1H) 7.90 (d, J=8.4, 1H), 7.69 (t, J=7.6, 1H),... Yield: 95.8%. The solvent is C1(=CC=CC=C1)OC1=CC=CC=C1 (diphenyl ether), petroleum ether. Starting materials: BrC1=C(C2=C3NC=4C=CC=CC4C(=C3N=C2C=C1)C(=O)O)Cl (7-Bromo-6-chloroquindoline-11-carboxylic Acid). As a reaction SMILES: [Br:1][C:2]1[CH:18]=[CH:17][C:16]2[C:4](=[C:5]3[C:14]([N:15]=2)=[C:13](C(O)=O)[C:12]2[CH:11]=[CH:10][CH:9]=[CH:8][C:7]=2[NH:6]3)[C:3]=1[Cl:22]>C1(OC2C=CC=CC=2)C=CC=CC=1>[Br:1][C:2]1[CH:18]=[CH:17][C:16]2[C:4](=[C:5]3[C:14]([N:15]=2)=[CH:13][C:12]2[CH:11]=[CH:10][CH:9]=[CH:8][C:7]=2[NH:6]3)[C:3]=1[Cl:22]. Reaction conditions: time 10 minute. As a reaction SMILES: [OH:1][C:2]1[C:3]([CH:12]=O)=[CH:4][C:5]2[O:10][CH2:9][CH2:8][CH2:7][C:6]=2[CH:11]=1.[NH2:14][C:15]1[CH:22]=[CH:21][CH:20]=[CH:19][C:16]=1[CH2:17][OH:18].[BH4-].[Na+]>CO>[OH:1][C:2]1[C:3]([CH2:12][NH:14][C:15]2[CH:22]=[CH:21][CH:20]=[CH:19][C:16]=2[CH2:17][OH:18])=[CH:4][C:5]2[O:10][CH2:9][CH2:8][CH2:7][C:6]=2[CH:11]=1 |f:2.3|. The yield is 46.7%. The product is OC=1C(=CC2=C(CCCO2)C1)CNC1=C(C=CC=C1)CO (6-hydroxy-7-(2-hydroxymethylphenyl)aminomethyl-3,4-dihydrobenzopyran). Starting materials: OC=1C(=CC2=C(CCCO2)C1)C=O (6-hydroxy-3,4-dihydrobenzopyran-7-carboxaldehyde), NC1=C(CO)C=CC=C1 (o-aminobenzylalcohol), [BH4-].[Na+] (sodium borohydride). Procedure: A mixture of 6-hydroxy-3,4-dihydrobenzopyran-7-carboxaldehyde (400 mg, 2.27 mmol) and o-aminobenzylalcohol 282 mg, 2.25 mmol) in methanol (30 mL) was brought to a gentle boil and the volume slowly concentrated to 10 mL. An additional portion of methanol (20 mL) was added and the above process repeated two times. The mixture was cooled (ice bath) and a few drops of water added to aid in the crystallization of the Schiff's base. This material (440 mg) was collected by filtration, redissolved in me... Run in CO (methanol). Reactants: [BH4-], CCCC1CN(Cc2ccccc2)CCC1=O, CO, [Na+]. The product is CCCC1CN(Cc2ccccc2)CCC1O. Reaction SMILES: [BH4-:1].[CH2:3]([c:4]1[cH:5][cH:6][cH:7][cH:8][cH:9]1)[N:10]1[CH2:11][CH:12]([CH2:17][CH2:18][CH3:19])[C:13](=[O:16])[CH2:14][CH2:15]1.[CH3:20][OH:21].[Na+:2]>>[CH2:3]([c:4]1[cH:5][cH:6][cH:7][cH:8][cH:9]1)[N:10]1[CH2:11][CH:12]([CH2:17][CH2:18][CH3:19])[CH:13]([OH:16])[CH2:14][CH2:15]1. The reactants are CS(=O)(=O)N1C(=CC2=CC(=C(C=C12)C(F)(F)F)[N+](=O)[O-])C(CSCC(F)(F)F)(CC)O (2-(1-methanesulfonyl-5-nitro-6-trifluoromethyl-1H-indol-2-yl)-1-(2,2,2-trifluoro-ethylsulfanyl)-butan-2-ol), [OH-].[Na+] (sodium hydroxide). The product is [N+](=O)([O-])C=1C=C2C=C(NC2=CC1C(F)(F)F)C(CSCC(F)(F)F)(CC)O (2-(5-Nitro-6-trifluoromethyl-1H-indol-2-yl)-1-(2,2,2-trifluoro-ethylsulfanyl)-butan-2-ol). RXN SMILES: CS([N:5]1[C:13]2[C:8](=[CH:9][C:10]([N+:18]([O-:20])=[O:19])=[C:11]([C:14]([F:17])([F:16])[F:15])[CH:12]=2)[CH:7]=[C:6]1[C:21]([OH:31])([CH2:29][CH3:30])[CH2:22][S:23][CH2:24][C:25]([F:28])([F:27])[F:26])(=O)=O.[OH-].[Na+]>>[N+:18]([C:10]1[CH:9]=[C:8]2[C:13](=[CH:12][C:11]=1[C:14]([F:15])([F:16])[F:17])[NH:5][C:6]([C:21]([OH:31])([CH2:29][CH3:30])[CH2:22][S:23][CH2:24][C:25]([F:28])([F:27])[F:26])=[CH:7]2)([O-:20])=[O:19] |f:1.2|. Procedure details: This compound was prepared using the standard de-protection procedure, as described in General Procedure Example B, starting from 2-(1-methanesulfonyl-5-nitro-6-trifluoromethyl-1H-indol-2-yl)-1-(2,2,2-trifluoro-ethylsulfanyl)-butan-2-ol (0.65 g, 1.31 mmol) and using 4N sodium hydroxide as base (1 mL, 4.0 mmol) to yield the title compound as a solid.